From a dataset of the Open Reaction Database (ORD), a public repository of structured organic reaction records. describe an organic reaction: reactants, conditions, products, and yield Starting materials: Br.N1(CCNCC1)NC(C1=CC=C(C=C1)F)=O (N-piperazinyl-p-fluorobenzamide hydrobromide), C(C=CC1=CC=CC=C1)(=O)O (cinnamic acid), ON1N=NC2=C1C=CC=C2 (1-hydroxybenzotriazole), Cl.C(C)N=C=NCCCN(C)C (N-ethyl-N′-(3-dimethylaminopropyl)carbodiimide hydrochloride). Run in [Cl-].[Na+].O (brine), C(C)(=O)OCC (ethyl acetate), CN(C=O)C (N,N-dimethylformamide), C(C)N(CC)CC (triethylamine). Run at temperature 5 celsius, time 1 hour. Product: C(C=CC1=CC=CC=C1)(=O)N1CCN(CC1)NC(C1=CC=C(C=C1)F)=O (N-(4-cinnamoyl-1-piperazinyl)-p-fluorobenzamide). Isolated yield 40.2%. Reaction SMILES: Br.[N:2]1([NH:8][C:9](=[O:17])[C:10]2[CH:15]=[CH:14][C:13]([F:16])=[CH:12][CH:11]=2)[CH2:7][CH2:6][NH:5][CH2:4][CH2:3]1.[C:18](O)(=[O:27])[CH:19]=[CH:20][C:21]1[CH:26]=[CH:25][CH:24]=[CH:23][CH:22]=1.ON1C2C=CC=CC=2N=N1.Cl.C(N=C=NCCCN(C)C)C>CN(C)C=O.[Cl-].[Na+].O.C(OCC)(=O)C.C(N(CC)CC)C>[C:18]([N:5]1[CH2:4][CH2:3][N:2]([NH:8][C:9](=[O:17])[C:10]2[CH:15]=[CH:14][C:13]([F:16])=[CH:12][CH:11]=2)[CH2:7][CH2:6]1)(=[O:27])[CH:19]=[CH:20][C:21]1[CH:26]=[CH:25][CH:24]=[CH:23][CH:22]=1 |f:0.1,4.5,7.8.9|. Procedure: To a solution of N-piperazinyl-p-fluorobenzamide hydrobromide (300 mg), cinnamic acid (161 mg), and 1-hydroxybenzotriazole (173 mg) in N,N-dimethylformamide (6 ml) was added N-ethyl-N′-(3-dimethylaminopropyl)carbodiimide hydrochloride (246 mg) and triethylamine (0.28 ml) at 5° C. The mixture was stirred at 5° C. for 1 hour, and then poured into ethyl acetate and brine. The organic layer was separated, dried over magnesium sulfate, and concentrated. The residue was crystallized from ethyl acetate... Starting materials: N#CC=Cc1ccccc1, CCO, Cl, NO, [Na+], [OH-]. Product: N=C(C=Cc1ccccc1)NO. Reaction SMILES: [C:6]([CH:7]=[CH:8][c:9]1[cH:10][cH:11][cH:12][cH:13][cH:14]1)#[N:15].[CH3:16][CH2:17][OH:18].[ClH:1].[NH2:2][OH:3].[Na+:5].[OH-:4]>>[NH:2]([OH:3])[C:6]([CH:7]=[CH:8][c:9]1[cH:10][cH:11][cH:12][cH:13][cH:14]1)=[NH:15]. The reactants are CC1C(=O)N(CCCC(=O)N2CCC3(CC3)C(O)C2)CCN1C(=O)OCc1ccccc1, Cl. Yields the product CC1NCCN(CCCC(=O)N2CCC3(CC3)C(O)C2)C1=O. Reaction SMILES: [CH2:1]([O:2][C:3](=[O:4])[N:11]1[CH:12]([CH3:32])[C:13](=[O:31])[N:14]([CH2:17][CH2:18][CH2:19][C:20](=[O:21])[N:22]2[CH2:23][CH:24]([OH:30])[C:25]3([CH2:26][CH2:27]3)[CH2:28][CH2:29]2)[CH2:15][CH2:16]1)[c:5]1[cH:6][cH:7][cH:8][cH:9][cH:10]1.[ClH:33]>>[NH:11]1[CH:12]([CH3:32])[C:13](=[O:31])[N:14]([CH2:17][CH2:18][CH2:19][C:20](=[O:21])[N:22]2[CH2:23][CH:24]([OH:30])[C:25]3([CH2:26][CH2:27]3)[CH2:28][CH2:29]2)[CH2:15][CH2:16]1. The reactants are CN(C)\C=C\1/CC(CCC1=O)(C#N)C1=CC=C(C=2OC3=C(C21)C=CC=C3)OC ((3E)-3-[(Dimethylamino)methylene]-1-(4-methoxydibenzo[b,d]furan-1-yl)-4-oxocyclohexanecarbonitrile), C(C(=O)O)N=C(N)N (guanidine acetic acid), [OH-].[Na+] (sodium hydroxide). Run in CO (methanol). Run at temperature 65 celsius, time 8 hour. Product: C(#N)C1(CC=2C=NC(=NC2CC1)NCC(=O)O)C1=CC=C(C=2OC3=C(C21)C=CC=C3)OC ({[6-Cyano-6-(4-methoxydibenzo[b,d]furan-1-yl)-5,6,7,8-tetrahydroquinazolin-2-yl]amino}acetic acid). RXN SMILES: CN(/[CH:4]=[C:5]1\[CH2:6][C:7]([C:14]2[C:22]3[C:21]4[CH:23]=[CH:24][CH:25]=[CH:26][C:20]=4[O:19][C:18]=3[C:17]([O:27][CH3:28])=[CH:16][CH:15]=2)([C:12]#[N:13])[CH2:8][CH2:9][C:10]\1=O)C.[CH2:29]([N:33]=[C:34]([NH2:36])[NH2:35])[C:30]([OH:32])=[O:31].[OH-].[Na+]>CO>[C:12]([C:7]1([C:14]2[C:22]3[C:21]4[CH:23]=[CH:24][CH:25]=[CH:26][C:20]=4[O:19][C:18]=3[C:17]([O:27][CH3:28])=[CH:16][CH:15]=2)[CH2:8][CH2:9][C:10]2[N:36]=[C:34]([NH:33][CH2:29][C:30]([OH:32])=[O:31])[N:35]=[CH:4][C:5]=2[CH2:6]1)#[N:13] |f:2.3|. Reported procedure: A mixture of the compound obtained in example 6 (100 mg, 0.267 mmol), guanidine acetic acid and sodium hydroxide (54 mg, 1 mol) in 10 ml of methanol was stirred at 60-70° C. for 8 hrs. Methanol was evaporated under vacuum and the reaction mass was diluted with 10 ml of water. The aqueous layer was washed with ether, acidified with 0.1 N HCl to pH 2 and extracted with ethyl acetate. The organic layer was washed with water followed by brine, and concentrated under vacuum. The crude product was cry... Reactants: C1(=CC=CC=C1)C=1C(OC2=CC=CC=C2C1O)=O (3-phenyl-4-hydroxy-coumarin), N1(CCCC1)CCCl (2-pyrrolidino-1-chlorethane). Yields the product N1(CCCC1)CCOC1=C(C(OC2=CC=CC=C12)=O)C1=CC=CC=C1 (4-(2'-Pyrrolidinoethoxy)-3-phenyl-coumarin). Isolated yield 46.0%. Reaction SMILES: [C:1]1([C:7]2[C:8](=[O:18])[O:9][C:10]3[C:15]([C:16]=2[OH:17])=[CH:14][CH:13]=[CH:12][CH:11]=3)[CH:6]=[CH:5][CH:4]=[CH:3][CH:2]=1.[N:19]1([CH2:24][CH2:25]Cl)[CH2:23][CH2:22][CH2:21][CH2:20]1>>[N:19]1([CH2:24][CH2:25][O:17][C:16]2[C:15]3[C:10](=[CH:11][CH:12]=[CH:13][CH:14]=3)[O:9][C:8](=[O:18])[C:7]=2[C:1]2[CH:2]=[CH:3][CH:4]=[CH:5][CH:6]=2)[CH2:23][CH2:22][CH2:21][CH2:20]1. Procedure: In accordance with Example 1, 10 g. (0.042 mol) of 3-phenyl-4-hydroxy-coumarin are caused to react with 9.3 g. (0.055 mol) of 2-pyrrolidino-1-chlorethane. After evaporation of the methyl isobutyl ketone, the pasty residue is taken up under heat in 150 ml. of a 5% solution of sodium bicarbonate, this being followed by cooling and extraction with chloroform. The substance obtained is dried over Na2SO4 and the chloroform is evaporated under vacuum. A brown oil is obtained. Weight 6.5 g.; yield 46% ... Starting materials: C(C1=CC=CC=C1)N1CCC(CC1)(C1=CC=CC=C1)NC(=O)C=1C2=C(N=C(C1)C1=C(C=C(C=C1)OCC1=CC=CC=C1)F)N(N=C2C)C2OCCCC2 (6-(4-Benzyloxy-2-fluoro-phenyl)-3-methyl-1-(tetrahydro-pyran-2-yl)-1H-pyrazolo[3,4-b]pyridine-4-carboxylic acid (1-benzyl-4-phenyl-piperidin-4-yl)-amide). The solvent is CO (methanol). Reaction conditions: temperature 40 celsius, time 2 hour. Yields the product C1(=CC=CC=C1)C1(CCNCC1)NC(=O)C=1C2=C(N=C(C1)C1=C(C=C(C=C1)O)F)NN=C2C (6-(2-Fluoro-4-hydroxy-phenyl)-3-methyl-1H-pyrazolo[3,4-b]pyridine-4-carboxylic acid (4-phenyl-piperidin-4-yl)-amide). The yield is 83.4%. RXN SMILES: C([N:8]1[CH2:13][CH2:12][C:11]([NH:20][C:21]([C:23]2[C:24]3[C:46]([CH3:47])=[N:45][N:44](C4CCCCO4)[C:25]=3[N:26]=[C:27]([C:29]3[CH:34]=[CH:33][C:32]([O:35]CC4C=CC=CC=4)=[CH:31][C:30]=3[F:43])[CH:28]=2)=[O:22])([C:14]2[CH:19]=[CH:18][CH:17]=[CH:16][CH:15]=2)[CH2:10][CH2:9]1)C1C=CC=CC=1>CO>[C:14]1([C:11]2([NH:20][C:21]([C:23]3[C:24]4[C:46]([CH3:47])=[N:45][NH:44][C:25]=4[N:26]=[C:27]([C:29]4[CH:34]=[CH:33][C:32]([OH:35])=[CH:31][C:30]=4[F:43])[CH:28]=3)=[O:22])[CH2:12][CH2:13][NH:8][CH2:9][CH2:10]2)[CH:19]=[CH:18][CH:17]=[CH:16][CH:15]=1. Procedure details: 6-(4-Benzyloxy-2-fluoro-phenyl)-3-methyl-1-(tetrahydro-pyran-2-yl)-1H-pyrazolo[3,4-b]pyridine-4-carboxylic acid (1-benzyl-4-phenyl-piperidin-4-yl)-amide (275 mg) was dissolved in methanol (10 mL) and purged with argon, then hydrogen. Palladium (10% on charcoal, 82 mg) was added and the mixture was stirred at 40° C. for 2 h, then at r.t. over night. The catalyst was filtered off, the solvent was evaporated and the residue was dissolved in methanol (4 mL) and water (1 ml). Concentrated aqueous hyd...